Dataset: the Open Reaction Database (ORD), a public repository of structured organic reaction records. Task: describe an organic reaction: reactants, conditions, products, and yield The reactants are C(C)SC=1C(=NC=CC1)C1=NC=2C(=NC=C(C2)C(C(F)(F)F)(F)F)N1C (2-(3-ethylsulfanyl-pyridin-2-yl)-3-methyl-6-pentafluoroethyl-3H-imidazo[4,5-b]pyridine), C(O)([O-])=O.[Na+] (sodium hydrogen carbonate), S(=S)(=O)([O-])[O-].[Na+].[Na+] (sodium thiosulfate), ClC1=CC(=CC=C1)C(=O)OO (m-chloroperbenzoic acid). The solvent is C(Cl)(Cl)Cl (chloroform). Run at time 0.5 hour. The product is C(C)S(=O)C=1C(=NC=CC1)C1=NC=2C(=NC=C(C2)C(C(F)(F)F)(F)F)N1C (2-(3-ethane sulfinyl-pyridin-2-yl)-3-methyl-6-pentafluoroethyl-3H-imidazo[4,5-b]pyridine). The yield is 3.0%. As a reaction SMILES: [CH2:1]([S:3][C:4]1[C:5]([C:10]2[N:25]([CH3:26])[C:13]3=[N:14][CH:15]=[C:16]([C:18]([F:24])([F:23])[C:19]([F:22])([F:21])[F:20])[CH:17]=[C:12]3[N:11]=2)=[N:6][CH:7]=[CH:8][CH:9]=1)[CH3:2].ClC1C=CC=C(C(OO)=[O:35])C=1.C(=O)([O-])O.[Na+].S([O-])([O-])(=O)=S.[Na+].[Na+]>C(Cl)(Cl)Cl>[CH2:1]([S:3]([C:4]1[C:5]([C:10]2[N:25]([CH3:26])[C:13]3=[N:14][CH:15]=[C:16]([C:18]([F:24])([F:23])[C:19]([F:20])([F:21])[F:22])[CH:17]=[C:12]3[N:11]=2)=[N:6][CH:7]=[CH:8][CH:9]=1)=[O:35])[CH3:2] |f:2.3,4.5.6|. Procedure: To a mixture of 2-(3-ethylsulfanyl-pyridin-2-yl)-3-methyl-6-pentafluoroethyl-3H-imidazo[4,5-b]pyridine (254 mg) and chloroform (10 ml) was added m-chloroperbenzoic acid (purity: not less than 65%) (266 mg) while ice-cooling. The mixture was heated to room temperature and then stirred for 0.5 hours. To the mixture were poured saturated aqueous sodium hydrogen carbonate solution and saturated aqueous sodium thiosulfate solution, and the mixture was extracted with chloroform. The organic layer was ... Product: FC(COC1=C(C=CC=C1)C(CCC=1N=C(OC1)C1=CC(=C(C=C1)OC)OCC)=O)F (1-[2-(2,2-difluoroethoxy)phenyl]-3-[2-(3-ethoxy-4-methoxyphenyl)oxazol-4-yl]propan-1-one). Procedure details: Using the compound obtained in Example 272 and ethyl iodide, white powdery 1-[2-(2,2-difluoroethoxy)phenyl]-3-[2-(3-ethoxy-4-methoxyphenyl)oxazol-4-yl]propan-1-one was obtained following the procedure of Example 3. RXN SMILES: [F:1][CH:2]([F:29])[CH2:3][O:4][C:5]1[CH:10]=[CH:9][CH:8]=[CH:7][C:6]=1[C:11](=[O:28])[CH2:12][CH2:13][C:14]1[N:15]=[C:16]([C:19]2[CH:24]=[CH:23][C:22]([O:25][CH3:26])=[C:21]([OH:27])[CH:20]=2)[O:17][CH:18]=1.[CH2:30](I)[CH3:31]>>[F:29][CH:2]([F:1])[CH2:3][O:4][C:5]1[CH:10]=[CH:9][CH:8]=[CH:7][C:6]=1[C:11](=[O:28])[CH2:12][CH2:13][C:14]1[N:15]=[C:16]([C:19]2[CH:24]=[CH:23][C:22]([O:25][CH3:26])=[C:21]([O:27][CH2:30][CH3:31])[CH:20]=2)[O:17][CH:18]=1. Starting materials: FC(COC1=C(C=CC=C1)C(CCC=1N=C(OC1)C1=CC(=C(C=C1)OC)O)=O)F (1-[2-(2,2-difluoroethoxy)phenyl]-3-[2-(3-hydroxy-4-methoxyphenyl)oxazol-4-yl]propan-1-one), C(C)I (ethyl iodide).